This data is from the Open Reaction Database (ORD), a public repository of structured organic reaction records. The task is: describe an organic reaction: reactants, conditions, products, and yield Starting materials: C(C)(=O)Cl (acetyl chloride), OC=1C=NC2=CC=CC=C2C1 (3-hydroxyquinoline), N1=CC=CC=C1 (pyridine), C(Cl)Cl (methylene chloride). Run in O (water). Conditions: time 10 minute. Product: CC(=O)OC=1C=NC2=CC=CC=C2C1 (3-methylcarbonyloxyquinoline). Reaction SMILES: [C:1](Cl)(=[O:3])[CH3:2].[OH:5][C:6]1[CH:7]=[N:8][C:9]2[C:14]([CH:15]=1)=[CH:13][CH:12]=[CH:11][CH:10]=2.N1C=CC=CC=1.C(Cl)Cl>O>[CH3:2][C:1]([O:5][C:6]1[CH:7]=[N:8][C:9]2[C:14]([CH:15]=1)=[CH:13][CH:12]=[CH:11][CH:10]=2)=[O:3]. Procedure details: 1.35 ml of acetyl chloride are added dropwise to a mixture of 2.5g of 3-hydroxyquinoline (prepared by the method described by Mills and Watson in J.Chem. Soc., 97, 753 (1910)), 8.6 ml of pyridine and 50 ml of methylene chloride, while cooling with ice. After the reaction mixture has been stirred at room temperature for 10 minutes, 50 ml of water are added. Customary working up and purification of the crude product by FC over 50 g of silica gel (mobile phase C) gives 3-methylcarbonyloxyquinoline:... The reactants are [Br-], COC(=O)c1ccc(-c2cccc(-n3c(=O)c(Cc4ccccc4)nc4cccnc43)c2)cc1, CN(C)C=O, Cl, [Li+]. The product is O=C(O)c1ccc(-c2cccc(-n3c(=O)c(Cc4ccccc4)nc4cccnc43)c2)cc1. RXN SMILES: [Br-:36].[CH2:1]([c:2]1[cH:3][cH:4][cH:5][cH:6][cH:7]1)[c:8]1[n:9][c:10]2[c:11]([n:12](-[c:15]3[cH:16][c:17](-[c:21]4[cH:22][cH:23][c:24]([C:27](=[O:28])[O:29][CH3:30])[cH:25][cH:26]4)[cH:18][cH:19][cH:20]3)[c:13]1=[O:14])[n:31][cH:32][cH:33][cH:34]2.[CH3:38][N:39]([CH3:40])[CH:41]=[O:42].[ClH:37].[Li+:35]>>[CH2:1]([c:2]1[cH:3][cH:4][cH:5][cH:6][cH:7]1)[c:8]1[n:9][c:10]2[c:11]([n:12](-[c:15]3[cH:16][c:17](-[c:21]4[cH:22][cH:23][c:24]([C:27](=[O:28])[OH:29])[cH:25][cH:26]4)[cH:18][cH:19][cH:20]3)[c:13]1=[O:14])[n:31][cH:32][cH:33][cH:34]2. Starting materials: CC(=O)[O-], CC(=O)[O-], CCCC[N+](CCCC)(CCCC)CCCC, CC(C)(C)[O-], Cc1ccccc1, COc1ccc(C(C)C)cc1-c1ccc(C(F)(F)F)cc1CN, CC(C)(C)OC(=O)CCCOc1cnc(Cl)nc1, [I-], [Na+], [Pd+2], c1ccc(P(c2ccccc2)c2ccc3ccccc3c2-c2c(P(c3ccccc3)c3ccccc3)ccc3ccccc23)cc1. The product is COc1ccc(C(C)C)cc1-c1ccc(C(F)(F)F)cc1CNc1ncc(OCCCC(=O)OC(C)(C)C)cn1. As a reaction SMILES: [C:119]([O-:120])(=[O:121])[CH3:122].[C:124]([O-:125])(=[O:126])[CH3:127].[CH2:102]([N+:103]([CH2:104][CH2:105][CH2:106][CH3:107])([CH2:108][CH2:109][CH2:110][CH3:111])[CH2:112][CH2:113][CH2:114][CH3:115])[CH2:116][CH2:117][CH3:118].[CH3:88][C:89]([CH3:90])([O-:91])[CH3:92].[CH3:94][c:95]1[cH:96][cH:97][cH:98][cH:99][cH:100]1.[CH:1]([CH3:2])([CH3:3])[c:4]1[cH:5][cH:6][c:7]([O:22][CH3:23])[c:8](-[c:10]2[c:11]([CH2:20][NH2:21])[cH:12][c:13]([C:16]([F:17])([F:18])[F:19])[cH:14][cH:15]2)[cH:9]1.[Cl:24][c:25]1[n:26][cH:27][c:28]([O:31][CH2:32][CH2:33][CH2:34][C:35](=[O:36])[O:37][C:38]([CH3:39])([CH3:40])[CH3:41])[cH:29][n:30]1.[I-:101].[Na+:93].[Pd+2:123].[c:42]1([P:43]([c:44]2[cH:45][cH:46][cH:47][cH:48][cH:49]2)[c:50]2[cH:51][cH:52][c:53]3[c:54]([cH:55][cH:56][cH:57][cH:58]3)[c:59]2-[c:60]2[c:61]3[c:62]([cH:63][cH:64][cH:65][cH:66]3)[cH:67][cH:68][c:69]2[P:70]([c:71]2[cH:72][cH:73][cH:74][cH:75][cH:76]2)[c:77]2[cH:78][cH:79][cH:80][cH:81][cH:82]2)[cH:83][cH:84][cH:85][cH:86][cH:87]1>>[CH:1]([CH3:2])([CH3:3])[c:4]1[cH:5][cH:6][c:7]([O:22][CH3:23])[c:8](-[c:10]2[c:11]([CH2:20][NH:21][c:25]3[n:26][cH:27][c:28]([O:31][CH2:32][CH2:33][CH2:34][C:35](=[O:36])[O:37][C:38]([CH3:39])([CH3:40])[CH3:41])[cH:29][n:30]3)[cH:12][c:13]([C:16]([F:17])([F:18])[F:19])[cH:14][cH:15]2)[cH:9]1. The reactants are [BH4-], CC(C)=O, CO, [Cl-], CCOC(=O)C(=O)Cc1c([N+](=O)[O-])cccc1[N+](=O)[O-], [NH4+], [Na+]. Yields the product CCOC(=O)C(O)Cc1c([N+](=O)[O-])cccc1[N+](=O)[O-]. As a reaction SMILES: [BH4-:21].[CH3:23][C:24](=[O:25])[CH3:26].[CH3:29][OH:30].[Cl-:27].[N+:1](=[O:2])([O-:3])[c:4]1[c:5]([CH2:13][C:14]([C:15](=[O:16])[O:17][CH2:18][CH3:19])=[O:20])[c:6]([N+:10](=[O:11])[O-:12])[cH:7][cH:8][cH:9]1.[NH4+:28].[Na+:22]>>[N+:1](=[O:2])([O-:3])[c:4]1[c:5]([CH2:13][CH:14]([C:15](=[O:16])[O:17][CH2:18][CH3:19])[OH:20])[c:6]([N+:10](=[O:11])[O-:12])[cH:7][cH:8][cH:9]1.